This data is from the Open Reaction Database (ORD), a public repository of structured organic reaction records. The task is: describe an organic reaction: reactants, conditions, products, and yield Starting materials: BrCCCBr, O=C([O-])[O-], CCCc1c(OCCCCCC(=O)OC)ccc(C(C)=O)c1O, CC(C)=O, [K+], [K+]. Product: CCCc1c(OCCCCCC(=O)OC)ccc(C(C)=O)c1OCCCBr. RXN SMILES: [Br:24][CH2:25][CH2:26][CH2:27][Br:28].[C:29](=[O:30])([O-:31])[O-:32].[CH3:1][O:2][C:3]([CH2:4][CH2:5][CH2:6][CH2:7][CH2:8][O:9][c:10]1[c:11]([CH2:20][CH2:21][CH3:22])[c:12]([OH:19])[c:13]([C:16]([CH3:17])=[O:18])[cH:14][cH:15]1)=[O:23].[CH3:35][C:36](=[O:37])[CH3:38].[K+:33].[K+:34]>>[CH3:1][O:2][C:3]([CH2:4][CH2:5][CH2:6][CH2:7][CH2:8][O:9][c:10]1[c:11]([CH2:20][CH2:21][CH3:22])[c:12]([O:19][CH2:27][CH2:26][CH2:25][Br:24])[c:13]([C:16]([CH3:17])=[O:18])[cH:14][cH:15]1)=[O:23]. Reactants: ClC1=NC(=C(C(=C1C#N)N1CCCCC1)C#N)SCC=1N=C(SC1)C1=CC=C(C=C1)Cl (2-Chloro-6-({[2-(4-chlorophenyl)-1,3-thiazol-4-yl]methyl}thio)-4-(piperidin-1-yl)pyridine-3,5-di-carbonitrile), NCCC(=O)O (beta-alanine). Solvent: CN(C)C=O (DMF). Run at time 2 hour. Product: ClC1=CC=C(C=C1)C=1SC=C(N1)CSC1=C(C(=C(C(=N1)NCCC(=O)O)C#N)N1CCCCC1)C#N (N-[6-({[2-(4-Chlorophenyl)-1,3-thiazol-4-yl]methyl}thio)-3,5-dicyano-4-(piperidin-1-yl)pyridin-2-yl]-beta-alanine). RXN SMILES: Cl[C:2]1[C:7]([C:8]#[N:9])=[C:6]([N:10]2[CH2:15][CH2:14][CH2:13][CH2:12][CH2:11]2)[C:5]([C:16]#[N:17])=[C:4]([S:18][CH2:19][C:20]2[N:21]=[C:22]([C:25]3[CH:30]=[CH:29][C:28]([Cl:31])=[CH:27][CH:26]=3)[S:23][CH:24]=2)[N:3]=1.[NH2:32][CH2:33][CH2:34][C:35]([OH:37])=[O:36]>CN(C=O)C>[Cl:31][C:28]1[CH:29]=[CH:30][C:25]([C:22]2[S:23][CH:24]=[C:20]([CH2:19][S:18][C:4]3[N:3]=[C:2]([NH:32][CH2:33][CH2:34][C:35]([OH:37])=[O:36])[C:7]([C:8]#[N:9])=[C:6]([N:10]4[CH2:11][CH2:12][CH2:13][CH2:14][CH2:15]4)[C:5]=3[C:16]#[N:17])[N:21]=2)=[CH:26][CH:27]=1. Procedure details: A solution of 70 mg (0.14 mmol) of the compound from Example 4A and 27 mg (0.30 mmol) of beta-alanine in 2 ml of DMF is stirred at RT for 8 h. The mixture is then stirred at +90° C. for 2 h. After cooling to RT the reaction mixture is purified directly by preparative HPLC (column: YMC GEL ODS-AQ S-5, 15 μm; mobile phase gradient: acetonitrile/water 10:90→95:5). Procedure details: Following the procedure for 103, 8-(1H-Pyrazol-4-yl)-4,5-dihydro-6-oxa-3-thia-1-aza-benzo[e]azulene-2-carboxylic acid (50.0 mg, 0.2 mmol) was reacted with 1-methylpiperazine (1.2 equiv) to give 159 (17.7 mg, M+1 396.0) The reactants are N1N=CC(=C1)C1=CC2=C(C=3N=C(SC3CCO2)C(=O)O)C=C1 (8-(1H-Pyrazol-4-yl)-4,5-dihydro-6-oxa-3-thia-1-aza-benzo[e]azulene-2-carboxylic acid), CN1CCNCC1 (1-methylpiperazine). RXN SMILES: [NH:1]1[CH:5]=[C:4]([C:6]2[CH:22]=[CH:21][C:9]3[C:10]4[N:11]=[C:12]([C:18](O)=[O:19])[S:13][C:14]=4[CH2:15][CH2:16][O:17][C:8]=3[CH:7]=2)[CH:3]=[N:2]1.[CH3:23][N:24]1[CH2:29][CH2:28][NH:27][CH2:26][CH2:25]1>>[CH3:23][N:24]1[CH2:29][CH2:28][N:27]([C:18]([C:12]2[S:13][C:14]3[CH2:15][CH2:16][O:17][C:8]4[CH:7]=[C:6]([C:4]5[CH:5]=[N:1][NH:2][CH:3]=5)[CH:22]=[CH:21][C:9]=4[C:10]=3[N:11]=2)=[O:19])[CH2:26][CH2:25]1. Product: CN1CCN(CC1)C(=O)C=1SC=2CCOC3=C(C2N1)C=CC(=C3)C=3C=NNC3 ((4-Methyl-piperazin-1-yl)-[8-(1H-pyrazol-4-yl)-4,5-dihydro-6-oxa-3-thia-1-aza-benzo[e]azulen-2-yl]-methanone). Reactants: CO, O=Cc1ccccc1Cl, Cl, [NH4+], N#C[Na], [OH-], O, c1cc2c(s1)CCNC2. Product: N#CC(c1ccccc1Cl)N1CCc2sccc2C1. RXN SMILES: [CH3:25][OH:26].[Cl:1][c:2]1[c:3]([CH:4]=[O:5])[cH:6][cH:7][cH:8][cH:9]1.[ClH:22].[NH4+:24].[Na:10][C:11]#[N:12].[OH-:23].[OH2:27].[s:13]1[cH:14][cH:15][c:16]2[c:21]1[CH2:20][CH2:19][NH:18][CH2:17]2>>[Cl:1][c:2]1[c:3]([CH:4]([C:11]#[N:12])[N:18]2[CH2:17][c:16]3[cH:15][cH:14][s:13][c:21]3[CH2:20][CH2:19]2)[cH:6][cH:7][cH:8][cH:9]1.